From a dataset of the Open Reaction Database (ORD), a public repository of structured organic reaction records. describe an organic reaction: reactants, conditions, products, and yield The reactants are C(C)[SiH](CC)CC (triethylsilane), CC1=CC2=C(N1CC(=O)OCC)CCOC2 (ethyl 2-(2-methyl-6,7-dihydropyrano[4,3-b]pyrrol-1(4H)-yl)acetate), N1(CCCC1)S(=O)(=O)C1=CC=C(C=O)C=C1 (4-(pyrrolidin-1-ylsulfonyl)benzaldehyde), FC(S(=O)(=O)O[Si](C)(C)C)(F)F (trimethylsilyl trifluoromethanesulfonate). The solvent is C(Cl)Cl (CH2Cl2), C(Cl)Cl (DCM). Run at temperature 0 celsius, time 15 minute. Product: OCCC=1N(C(=C(C1C)CC1=CC=C(C=C1)S(=O)(=O)N1CCCC1)C)CC(=O)OCC (ethyl 2-(2-(2-hydroxyethyl)-3,5-dimethyl-4-(4-(pyrrolidin-1-ylsulfonyl)benzyl)-1H-pyrrol-1-yl)acetate). The yield is 33.9%. RXN SMILES: FC(F)(F)S(O[Si](C)(C)C)(=O)=O.[CH3:13][C:14]1[N:18]([CH2:19][C:20]([O:22][CH2:23][CH3:24])=[O:21])[C:17]2[CH2:25][CH2:26][O:27][CH2:28][C:16]=2[CH:15]=1.[N:29]1([S:34]([C:37]2[CH:44]=[CH:43][C:40]([CH:41]=O)=[CH:39][CH:38]=2)(=[O:36])=[O:35])[CH2:33][CH2:32][CH2:31][CH2:30]1.C([SiH](CC)CC)C>C(Cl)Cl>[OH:27][CH2:26][CH2:25][C:17]1[N:18]([CH2:19][C:20]([O:22][CH2:23][CH3:24])=[O:21])[C:14]([CH3:13])=[C:15]([CH2:41][C:40]2[CH:43]=[CH:44][C:37]([S:34]([N:29]3[CH2:33][CH2:32][CH2:31][CH2:30]3)(=[O:36])=[O:35])=[CH:38][CH:39]=2)[C:16]=1[CH3:28]. Procedure: To a flame-dried vial was charged with DCM (2 ml) and trimethylsilyl trifluoromethanesulfonate (0.081 ml, 0.448 mmol) was added at 0° C., followed by a solution of ethyl 2-(2-methyl-6,7-dihydropyrano[4,3-b]pyrrol-1(4H)-yl)acetate (50 mg, 0.224 mmol) and 4-(pyrrolidin-1-ylsulfonyl)benzaldehyde (53.6 mg, 0.224 mmol) in CH2Cl2 (5 ml) (cannulated), the mix was stirred at 0° C. for 15 min, neat triethylsilane (0.143 ml, 0.896 mmol) was added slowly, stirred for 30 min at 0° C., then slowly warmed to ... Reactants: ClC1=NC2=CC(=C(C=C2C(=N1)N)OC)OC (2-chloro-4-amino-6,7-dimethoxyquinazoline), O=C1C=C(CC(C1)(C)C)N1CCNCC1 ((3-oxo-5,5-dimethyl-1-cyclohexen-1-yl)-piperazine). Run in C(CC(C)C)O (isoamyl alcohol). Run at time 8 hour. Product: O.O.Cl.Cl.NC1=NC(=NC2=CC(=C(C=C12)OC)OC)N1CCN(CC1)C1=CC(CC(C1)(C)C)=O (1-(4-Amino-6,7-dimethoxyquinazolin-2-yl)-4-(3-oxo-5,5-dimethyl-1-cyclohexen-1-yl)-piperazine dihydrochloride dihydrate), NC1=NC(=NC2=CC(=C(C=C12)OC)OC)N1CCN(CC1)C1=CC(CC(C1)(C)C)=O (1-(4-amino-6,7-dimethoxyquinazolin-2-yl)-4-(3-oxo-5,5-dimethyl-1-cyclohexen-1-yl)-piperazine). Isolated yield 78.0%. Reaction SMILES: [Cl:1][C:2]1[N:11]=[C:10]([NH2:12])[C:9]2[C:4](=[CH:5][C:6]([O:15][CH3:16])=[C:7]([O:13][CH3:14])[CH:8]=2)[N:3]=1.[O:17]=[C:18]1[CH2:23][C:22]([CH3:25])([CH3:24])[CH2:21][C:20]([N:26]2[CH2:31][CH2:30][NH:29][CH2:28][CH2:27]2)=[CH:19]1>C(O)CC(C)C>[OH2:13].[OH2:17].[ClH:1].[ClH:1].[NH2:12][C:10]1[C:9]2[C:4](=[CH:5][C:6]([O:15][CH3:16])=[C:7]([O:13][CH3:14])[CH:8]=2)[N:3]=[C:2]([N:29]2[CH2:28][CH2:27][N:26]([C:20]3[CH2:21][C:22]([CH3:24])([CH3:25])[CH2:23][C:18](=[O:17])[CH:19]=3)[CH2:31][CH2:30]2)[N:11]=1.[NH2:12][C:10]1[C:9]2[C:4](=[CH:5][C:6]([O:15][CH3:16])=[C:7]([O:13][CH3:14])[CH:8]=2)[N:3]=[C:2]([N:29]2[CH2:28][CH2:27][N:26]([C:20]3[CH2:21][C:22]([CH3:24])([CH3:25])[CH2:23][C:18](=[O:17])[CH:19]=3)[CH2:31][CH2:30]2)[N:11]=1 |f:3.4.5.6.7|. Procedure details: A mixture of 4.8 g (0.02 mol) of 2-chloro-4-amino-6,7-dimethoxyquinazoline, 4.6 g (0.022 mol) of (3-oxo-5,5-dimethyl-1-cyclohexen-1-yl)-piperazine and 80 ml of isoamyl alcohol is boiled under reflux for 3 hours, with stirring. During the reaction time, the monohydrochloride precipitates. The mixture is left to stand overnight and the crystals are filtered off with suction. After washing with 40 ml of isoamyl alcohol and twice with in each case 40 ml of absolute acetone and 40 ml of absolute ethe... The reactants are CSC1=CC=C(C=C1)CCC(=O)C1=CC=CC=C1 (3-[4-(methylthio)phenyl]-1-phenylpropan-1-one), CSC1=CC=C(C=C1)CC/C(=C/C(=O)OCC)/C1=CC=CC=C1 ((Z)-ethyl 5-[4-(methylthio)phenyl]-3-phenylpent-2-enoate). Yields the product CSC1=CC=C(C=C1)CC\C(=C/C(=O)OCC)\C1=CC=CC=C1 ((E)-ethyl 5-[4-(methylthio)phenyl]-3-phenylpent-2-enoate). Reaction SMILES: CSC1C=CC(CCC(C2C=CC=CC=2)=O)=CC=1.[CH3:19][S:20][C:21]1[CH:26]=[CH:25][C:24]([CH2:27][CH2:28]/[C:29](/[C:36]2[CH:41]=[CH:40][CH:39]=[CH:38][CH:37]=2)=[CH:30]/[C:31]([O:33][CH2:34][CH3:35])=[O:32])=[CH:23][CH:22]=1>>[CH3:19][S:20][C:21]1[CH:22]=[CH:23][C:24]([CH2:27][CH2:28]/[C:29](/[C:36]2[CH:37]=[CH:38][CH:39]=[CH:40][CH:41]=2)=[CH:30]\[C:31]([O:33][CH2:34][CH3:35])=[O:32])=[CH:25][CH:26]=1. Procedure: By a procedure similar to that of example 1.85.3, starting from 3-[4-(methylthio)phenyl]-1-phenylpropan-1-one, (Z)-ethyl 5-[4-(methylthio)phenyl]-3-phenylpent-2-enoate and (E)-ethyl 5-[4-(methylthio)phenyl]-3-phenylpent-2-enoate were obtained as colourless oils. Isolated yield 81.0%. As a reaction SMILES: Cl[C:2]1[C:7]([C:8]([F:11])([F:10])[F:9])=[CH:6][CH:5]=[CH:4][N:3]=1.[C:12](=[O:15])([O-])[O-:13].[K+].[K+].O.[C:19](#N)[CH3:20]>[Pd].C1(P(C2C=CC=CC=2)C2C=CC=CC=2)C=CC=CC=1.C1(P(C2C=CC=CC=2)C2C=CC=CC=2)C=CC=CC=1.C1(P(C2C=CC=CC=2)C2C=CC=CC=2)C=CC=CC=1.C1(P(C2C=CC=CC=2)C2C=CC=CC=2)C=CC=CC=1>[F:9][C:8]([F:11])([F:10])[C:7]1[C:2]([C:20]2[CH:19]=[CH:7][C:6]([C:12]([OH:13])=[O:15])=[CH:5][CH:4]=2)=[N:3][CH:4]=[CH:5][CH:6]=1 |f:1.2.3,6.7.8.9.10|. Reagents/catalysts: [Pd].C1(=CC=CC=C1)P(C1=CC=CC=C1)C1=CC=CC=C1.C1(=CC=CC=C1)P(C1=CC=CC=C1)C1=CC=CC=C1.C1(=CC=CC=C1)P(C1=CC=CC=C1)C1=CC=CC=C1.C1(=CC=CC=C1)P(C1=CC=CC=C1)C1=CC=CC=C1 (tetrakis(triphenylphosphine)-palladium(0)). Product: FC(C=1C(=NC=CC1)C1=CC=C(C(=O)O)C=C1)(F)F (4-(3-Trifluoromethylpyridin-2-yl)benzoic acid). Run at temperature 160 celsius. Reactants: ClC1=NC=CC=C1C(F)(F)F (2-chloro-3-trifluoromethylpyridine), O (water), 4-Bis(hydroxyl)boron 1-methylbenzoate, C(C)#N (acetonitrile), C([O-])([O-])=O.[K+].[K+] (potassium carbonate). Reported procedure: 4-Bis(hydroxyl)boron-1-methylbenzoate (2.8 mmol) was dissolved in acetonitrile (2 ml) and added to a 5 ml microwave vessel. To the solution was 3.5 mmol of 2-chloro-3-trifluoromethylpyridine (633 mg), 34 mg of tetrakis(triphenylphosphine)-palladium(0). After stirring until dissolution, 8.4 mmol of potassium carbonate (1.16 g) was added, followed by 1 ml of water. The mixture was then heated at 160° C. for 300 seconds. After reaction completion, the solvents were evaporated under vacuum. The resi...